Dataset: the Open Reaction Database (ORD), a public repository of structured organic reaction records. Task: describe an organic reaction: reactants, conditions, products, and yield Conditions: temperature 0 celsius, time 6 hour. The product is BrCC1OC2=CC(=CC=C2CC1)O (2-(Bromomethyl)-7-hydroxychroman). The solvent is C(Cl)Cl (CH2Cl2), C(Cl)Cl (CH2Cl2). Procedure: A mixture of (7-hydroxychroman-2-yl)methanol (6.18 g, 34.3 mmol) and CBr4 (19.3 g, 58.3 mmol) in CH2Cl2 is treated with a solution of triphenylphosphine (9.0 g, 34.3 mmol) in CH2Cl2 at 0° C., stirred at 0° C. for 6 hr and concentrated in vacuo to give a residue. The residue is purified by column chromatography (silica gel, 60% CH2Cl2 in hexanes as eluent) to give the title product as an oil, 4.61 g (55% yield), identified by NMR and mass spectral analyses. RXN SMILES: [OH:1][C:2]1[CH:11]=[C:10]2[C:5]([CH2:6][CH2:7][CH:8]([CH2:12]O)[O:9]2)=[CH:4][CH:3]=1.C(Br)(Br)(Br)[Br:15].C1(P(C2C=CC=CC=2)C2C=CC=CC=2)C=CC=CC=1>C(Cl)Cl>[Br:15][CH2:12][CH:8]1[CH2:7][CH2:6][C:5]2[C:10](=[CH:11][C:2]([OH:1])=[CH:3][CH:4]=2)[O:9]1. Isolated yield 55.0%. Reactants: OC1=CC=C2CCC(OC2=C1)CO ((7-hydroxychroman-2-yl)methanol), C(Br)(Br)(Br)Br (CBr4), C1(=CC=CC=C1)P(C1=CC=CC=C1)C1=CC=CC=C1 (triphenylphosphine). The reactants are IC1=CC(=CC=C1)[N+](=O)[O-] (1-iodo-3-nitrobenzene), C(CC#C)OCCCCCCBr (6-bromohexyl but-3-ynyl ether). The reagents and catalysts are C1=CC=C(C=C1)P(C2=CC=CC=C2)C3=CC=CC=C3.C1=CC=C(C=C1)P(C2=CC=CC=C2)C3=CC=CC=C3.Cl[Pd]Cl (bis(triphenylphosphine)palladium (II) chloride), [Cu]I (copper (I) iodide). Run in CN(C)C=O (DMF), C(C)(C)N(CC)C(C)C (diisopropylethylamine). Run at temperature 20 celsius, time 5 hour. Product: BrCCCCCCOCCC#CC1=CC(=CC=C1)[N+](=O)[O-] (1-{4-[(6-Bromohexyl)oxy]but-1-ynyl}-3-nitrobenzene). Yield: 96.5%. As a reaction SMILES: I[C:2]1[CH:7]=[CH:6][CH:5]=[C:4]([N+:8]([O-:10])=[O:9])[CH:3]=1.[CH2:11]([O:15][CH2:16][CH2:17][CH2:18][CH2:19][CH2:20][CH2:21][Br:22])[CH2:12][C:13]#[CH:14]>CN(C=O)C.C(N(C(C)C)CC)(C)C.C1C=CC(P(C2C=CC=CC=2)C2C=CC=CC=2)=CC=1.C1C=CC(P(C2C=CC=CC=2)C2C=CC=CC=2)=CC=1.Cl[Pd]Cl.[Cu]I>[Br:22][CH2:21][CH2:20][CH2:19][CH2:18][CH2:17][CH2:16][O:15][CH2:11][CH2:12][C:13]#[C:14][C:2]1[CH:7]=[CH:6][CH:5]=[C:4]([N+:8]([O-:10])=[O:9])[CH:3]=1 |f:4.5.6|. Reported procedure: A mixture of 1-iodo-3-nitrobenzene (3 g), 6-bromohexyl but-3-ynyl ether (3 g), bis(triphenylphosphine)palladium (II) chloride (0.421 g), copper (I) iodide (0.114 g) in DMF (10 ml) and diisopropylethylamine (4 ml) was stirred under nitrogen at 20° C. for 5 h. The mixture was concentrated under reduced pressure and the residue was diluted in EtOAc and washed with 2M HCl, NaHCO3, brine and dried (MgSO4). The solvent was removed by evaporation and the residue was chromatographed on a Biotage column ... Reactants: CO, CCOC(=O)N1CCC(Nc2cc(F)ccc2[N+](=O)[O-])CC1, [H][H]. Product: CCOC(=O)N1CCC(Nc2cc(F)ccc2N)CC1. RXN SMILES: [CH3:25][OH:26].[F:1][c:2]1[cH:3][cH:4][c:5]([N+:20]([O-:21])=[O:22])[c:6]([NH:8][CH:9]2[CH2:10][CH2:11][N:12]([C:15](=[O:16])[O:17][CH2:18][CH3:19])[CH2:13][CH2:14]2)[cH:7]1.[H:23][H:24]>>[F:1][c:2]1[cH:3][cH:4][c:5]([NH2:20])[c:6]([NH:8][CH:9]2[CH2:10][CH2:11][N:12]([C:15](=[O:16])[O:17][CH2:18][CH3:19])[CH2:13][CH2:14]2)[cH:7]1. The reactants are ClCCl, CC(C)(C)OC(=O)Cc1n[nH]c2c(=O)[nH]c3cc(Cl)ccc3c(=O)c12, O=C(O)C(F)(F)F. Yields the product O=C(O)Cc1n[nH]c2c(=O)[nH]c3cc(Cl)ccc3c(=O)c12. RXN SMILES: [CH2:33]([Cl:34])[Cl:35].[Cl:1][c:2]1[cH:3][c:4]2[c:5]([c:6](=[O:23])[c:7]3[c:8]([c:9](=[O:11])[nH:10]2)[nH:12][n:13][c:14]3[CH2:15][C:16](=[O:17])[O:18][C:19]([CH3:20])([CH3:21])[CH3:22])[cH:24][cH:25]1.[OH:26][C:27]([C:28]([F:29])([F:30])[F:31])=[O:32]>>[Cl:1][c:2]1[cH:3][c:4]2[c:5]([c:6](=[O:23])[c:7]3[c:8]([c:9](=[O:11])[nH:10]2)[nH:12][n:13][c:14]3[CH2:15][C:16](=[O:17])[OH:18])[cH:24][cH:25]1. The reactants are FC1=CC=C(CN2C3=C(C4=CC=CC=C24)C(=C(N(C3=O)C)C(C(=O)OC)O)C3=CC=C(C=C3)C)C=C1 (methyl 2-(9-(4-fluorobenzyl)-2-methyl-1-oxo-4-(p-tolyl)-2,9-dihydro-1H-pyrido[3,4-b]indol-3-yl)-2-hydroxyacetate), Cl(=O)(=O)(=O)O (perchloric acid). Run in C(C)(=O)OCC (Ethyl acetate), C(C)(=O)OC(C)(C)C (t-Butyl acetate). Run at time 1 hour. Yields the product C(C)(C)(C)OC(C(=O)OC)C1=C(C2=C(N(C3=CC=CC=C23)CC2=CC=C(C=C2)F)C(N1C)=O)C1=CC=C(C=C1)C (methyl 2-(tert-butoxy)-2-(9-(4-fluorobenzyl)-2-methyl-1-oxo-4-(p-tolyl)-2,9-dihydro-1H-pyrido[3,4-b]indol-3-yl)acetate). Yield: 126.4%. As a reaction SMILES: [F:1][C:2]1[CH:36]=[CH:35][C:5]([CH2:6][N:7]2[C:15]3[C:10](=[CH:11][CH:12]=[CH:13][CH:14]=3)[C:9]3[C:16]([C:28]4[CH:33]=[CH:32][C:31]([CH3:34])=[CH:30][CH:29]=4)=[C:17]([CH:22]([OH:27])[C:23]([O:25][CH3:26])=[O:24])[N:18]([CH3:21])[C:19](=[O:20])[C:8]2=3)=[CH:4][CH:3]=1.Cl(O)(=O)(=O)=O>C(OC(C)(C)C)(=O)C.C(OCC)(=O)C>[C:5]([O:27][CH:22]([C:17]1[N:18]([CH3:21])[C:19](=[O:20])[C:8]2[N:7]([CH2:6][C:5]3[CH:4]=[CH:3][C:2]([F:1])=[CH:36][CH:35]=3)[C:15]3[C:10]([C:9]=2[C:16]=1[C:28]1[CH:29]=[CH:30][C:31]([CH3:34])=[CH:32][CH:33]=1)=[CH:11][CH:12]=[CH:13][CH:14]=3)[C:23]([O:25][CH3:26])=[O:24])([CH3:35])([CH3:6])[CH3:4]. Reported procedure: A solution of methyl 2-(9-(4-fluorobenzyl)-2-methyl-1-oxo-4-(p-tolyl)-2,9-dihydro-1H-pyrido[3,4-b]indol-3-yl)-2-hydroxyacetate (42 mg, 0.087 mmol) in t-Butyl acetate (1 mL) was treated with perchloric acid (6.22 μL, 0.103 mmol) and then stirred at room temperature for 1 hour. The mixture was diluted with Ethyl acetate, washed with NaHCO3 and brine, dried over Na2SO4, filtered and concentrated. The residue was purified on silica gel (0-70% ethyl acetate/hexanes) to afford methyl 2-(tert-butoxy)-2... Reaction conditions: temperature 0 celsius. Yields the product C1(=CC=C(C=C1)S(=O)(=O)OCCCCCP(OCC)(OCC)=O)C (Diethyl 5-p-toluenesulfonyloxypentylphosphonate). Reported procedure: 30 g (0.134 mol) of diethyl 5-hydroxypentylphosphonate (see Example 21) were dissolved in 200 ml of pyridine, and the solution was cooled to 0° C. and treated with stirring with 26.1 g (0.134 mol) of 4-toluenesulfonyl chloride. The reaction mixture was concentrated under reduced pressure, taken up in ethyl acetate, washed several times with 20% strength citric acid solution and water and dried over sodium sulfate. After evaporating the solvent, a pale yellow oil remained, which was employed with... Starting materials: OCCCCCP(OCC)(OCC)=O (diethyl 5-hydroxypentylphosphonate), C1(=CC=C(C=C1)S(=O)(=O)Cl)C (4-toluenesulfonyl chloride). The solvent is N1=CC=CC=C1 (pyridine). Reaction SMILES: [OH:1][CH2:2][CH2:3][CH2:4][CH2:5][CH2:6][P:7](=[O:14])([O:11][CH2:12][CH3:13])[O:8][CH2:9][CH3:10].[C:15]1([CH3:25])[CH:20]=[CH:19][C:18]([S:21](Cl)(=[O:23])=[O:22])=[CH:17][CH:16]=1>N1C=CC=CC=1>[C:15]1([CH3:25])[CH:20]=[CH:19][C:18]([S:21]([O:1][CH2:2][CH2:3][CH2:4][CH2:5][CH2:6][P:7](=[O:14])([O:8][CH2:9][CH3:10])[O:11][CH2:12][CH3:13])(=[O:23])=[O:22])=[CH:17][CH:16]=1. Reactants: C(=O)([O-])C(O)C(O)C(=O)[O-] (tartrate), BrC=1C=CC(=NC1OC)C(=O)OC (methyl 5-bromo-6-methoxypicolinate), CC(C)C[AlH]CC(C)C (DIBAL-H). Run in ClCCl (dichloromethane), C(Cl)Cl (CH2Cl2). Run at time 1 hour. Product: BrC=1C=CC(=NC1OC)CO ((5-Bromo-6-methoxypyridin-2-yl)methanol). Isolated yield 93.1%. As a reaction SMILES: [Br:1][C:2]1[CH:3]=[CH:4][C:5]([C:10](OC)=[O:11])=[N:6][C:7]=1[O:8][CH3:9].CC(C[AlH]CC(C)C)C.C(C(C(C([O-])=O)O)O)([O-])=O>ClCCl>[Br:1][C:2]1[CH:3]=[CH:4][C:5]([CH2:10][OH:11])=[N:6][C:7]=1[O:8][CH3:9]. Procedure: To a solution of methyl 5-bromo-6-methoxypicolinate (249 mg, 1.01 mmol) in dichloromethane (10 mL) added DIBAL-H in CH2Cl2 (1M, 3.04 mL) at −78° C. The reaction was immediately warmed to room temperature then stirred at room temperature for 1 hr. LCMS indicated that the reaction was complete. To the reaction mixture was added saturated aqueous NaK tartrate. It was stirred for 30 min. The reaction mixture was extracted with CH2Cl2 (3×20 mL). The combined organic layers were dried over sodium sulf... The reactants are N1=C(C=CC=C1)C1=NOC=C1CO ((3-pyridin-2-yl-isoxazol-4-yl)-methanol), S(=O)(Cl)Cl (thionyl chloride). Solvent: C(Cl)Cl (DCM). Reaction conditions: time 1 hour. Yields the product ClCC=1C(=NOC1)C1=NC=CC=C1 (2-(4-Chloromethyl-isoxazol-3-yl)-pyridine). The yield is 102.8%. As a reaction SMILES: [N:1]1[CH:6]=[CH:5][CH:4]=[CH:3][C:2]=1[C:7]1[C:11]([CH2:12]O)=[CH:10][O:9][N:8]=1.S(Cl)([Cl:16])=O>C(Cl)Cl>[Cl:16][CH2:12][C:11]1[C:7]([C:2]2[CH:3]=[CH:4][CH:5]=[CH:6][N:1]=2)=[N:8][O:9][CH:10]=1. Procedure: To a solution of (3-pyridin-2-yl-isoxazol-4-yl)-methanol (3.0 g, 16 mmol) in DCM (30 mL) at 0° C. was added thionyl chloride (3.75 g, 32 mmol) and the resulting mixture stirred for 1 h and then evaporated. After 1 h the reaction mixture was quenched with a solution of sodium hydrogen carbonate (1 N, 15 mL) and extracted with ethyl acetate. The combined extracts were washed with water, dried over sodium sulfate, filtered and concentrated to give the title compound (3.2 g, 96%) as a grey solid. MS... RXN SMILES: [O:1]=[C:2]1[NH:11][C:10]2[C:5](=[CH:6][CH:7]=[C:8]([C:12]([F:15])([F:14])[F:13])[CH:9]=2)[N:4]=[C:3]1[C:16]([O:18][CH2:19][CH3:20])=[O:17].[N+:21]([O-:24])([O-])=[O:22].[K+].[C:26]1(C)C=CC=C[CH:27]=1.ICC>S(=O)(=O)(O)O.[Ag]=O.CCCCCC.C(OCC)(=O)C>[CH2:26]([O:1][C:2]1[C:3]([C:16]([O:18][CH2:19][CH3:20])=[O:17])=[N:4][C:5]2[C:10]([N:11]=1)=[CH:9][C:8]([C:12]([F:13])([F:15])[F:14])=[C:7]([N+:21]([O-:24])=[O:22])[CH:6]=2)[CH3:27] |f:1.2,7.8|. Procedure: To a solution of ethyl 3,4-dihydro-3-oxo-6-trifluoromethylquinoxaline-2-carboxylate (500 mg, 1.75 mmol) in concentrated sulfuric acid (5 ml) was added potassium nitrate (354 mg, 3.50 mmol) at 40° C., and the mixture was stirred for 3 hours at the same temperature. The reaction mixture was poured into ice water (100 ml), which was extracted with ethyl acetate. After dried over anhydrous sodium sulfate, solvent was distilled off. Silver oxide (I)(811 mg, 3.50 mmol) was added to the residue obtaine... Product: C(C)OC=1C(=NC2=CC(=C(C=C2N1)C(F)(F)F)[N+](=O)[O-])C(=O)OCC (Ethyl 3-ethoxy-7-nitro-6-trifluoromethylquinoxaline-2-carboxylate). The solvent is CCCCCC.C(C)(=O)OCC (hexane ethyl acetate), S(O)(O)(=O)=O (sulfuric acid). Starting materials: C1(=CC=CC=C1)C (toluene), ICC (iodoethane), O=C1C(=NC2=CC=C(C=C2N1)C(F)(F)F)C(=O)OCC (ethyl 3,4-dihydro-3-oxo-6-trifluoromethylquinoxaline-2-carboxylate), [N+](=O)([O-])[O-].[K+] (potassium nitrate), ice water. The reagents and catalysts are [Ag]=O (Silver oxide). Isolated yield 41.0%. Reaction conditions: time 3 hour.